Dataset: the Open Reaction Database (ORD), a public repository of structured organic reaction records. Task: describe an organic reaction: reactants, conditions, products, and yield Starting materials: NCCC1=CC=C2C(CCOC2=C1)NC(CC(NS(=O)(=O)C1=CC(=CC=C1)C(F)(F)F)C1=CC=CC=C1)=O (N-[7-(2-aminoethyl)-chroman-4-yl]-3-phenyl-3-(3-trifluoromethylbenzenesulfonylamino)-propionamide), C(C(C)C)=O (isobutyraldehyde), [BH4-].[Na+] (NaBH4), imine. Reagents/catalysts: CC(=O)O (HOAc). The solvent is C(Cl)Cl (CH2Cl2). Reaction conditions: time 3 hour. The product is C(C(C)C)N(CCC1=CC=C2C(CCOC2=C1)NC(CC(NS(=O)(=O)C1=CC(=CC=C1)C(F)(F)F)C1=CC=CC=C1)=O)CC(C)C (N-[7-(2-Di-isobutylamino-ethyl)-chroman-4-yl]-3-phenyl-3-(3-trifluoromethylbenzenesulfonylamino)-propionamide). As a reaction SMILES: [NH2:1][CH2:2][CH2:3][C:4]1[CH:13]=[C:12]2[C:7]([CH:8]([NH:14][C:15](=[O:38])[CH2:16][CH:17]([C:32]3[CH:37]=[CH:36][CH:35]=[CH:34][CH:33]=3)[NH:18][S:19]([C:22]3[CH:27]=[CH:26][CH:25]=[C:24]([C:28]([F:31])([F:30])[F:29])[CH:23]=3)(=[O:21])=[O:20])[CH2:9][CH2:10][O:11]2)=[CH:6][CH:5]=1.[CH:39](=O)[CH:40]([CH3:42])[CH3:41].[BH4-].[Na+]>C(Cl)Cl.CC(O)=O>[CH2:39]([N:1]([CH2:3][CH:4]([CH3:13])[CH3:5])[CH2:2][CH2:3][C:4]1[CH:13]=[C:12]2[C:7]([CH:8]([NH:14][C:15](=[O:38])[CH2:16][CH:17]([C:32]3[CH:33]=[CH:34][CH:35]=[CH:36][CH:37]=3)[NH:18][S:19]([C:22]3[CH:27]=[CH:26][CH:25]=[C:24]([C:28]([F:31])([F:29])[F:30])[CH:23]=3)(=[O:21])=[O:20])[CH2:9][CH2:10][O:11]2)=[CH:6][CH:5]=1)[CH:40]([CH3:42])[CH3:41] |f:2.3|. Procedure details: To a solution of N-[7-(2-aminoethyl)-chroman-4-yl]-3-phenyl-3-(3-trifluoromethylbenzenesulfonylamino)-propionamide (Example 208, 50 mg, 0.09 mmol) in dry CH2Cl2 (8 mL) was added isobutyraldehyde (83 L, 0.9 mmol) and HOAc (1 drop). The resulting mixture was stirred at RT under N2 After 3 h, MS showed the formation of imine; NaBH4 (17 mg, 0.45 mmol) was then added. The resulting mixture was stirred for 18 h. Quenched with minimum amount of sat. NaHCO3. The organic layer was isolated, dried over Mg... Reactants: BrCCC1=COC2=C1C=CC=C2OC(C(=O)OC)C (methyl 3-(2-bromoethyl)-2-methyl-benzofuran-7-yloxyacetate), C1(=CC=CC=C1)CCS (2-phenylethanethiol), [H-].[Na+] (sodium hydride), C(C)(=O)O (Acetic acid). Solvent: CN(C)C=O (DMF), O (water), CN(C)C=O (DMF). Conditions: time 40 minute. Yields the product C1(=CC=CC=C1)CCSCCC1=C(OC2=C1C=CC=C2OCC(=O)OC)C (Methyl (3-(2-(2-phenylethylthio)ethyl)-2-methylbenzofuran-7-yloxy)acetate). Isolated yield 98.0%. Reaction SMILES: [C:1]1([CH2:7][CH2:8][SH:9])[CH:6]=[CH:5][CH:4]=[CH:3][CH:2]=1.[H-].[Na+].Br[CH2:13][CH2:14][C:15]1[C:19]2[CH:20]=[CH:21][CH:22]=[C:23]([O:24][CH:25](C)[C:26]([O:28][CH3:29])=[O:27])[C:18]=2[O:17][CH:16]=1.[C:31](O)(=O)C>CN(C=O)C.O>[C:1]1([CH2:7][CH2:8][S:9][CH2:13][CH2:14][C:15]2[C:19]3[CH:20]=[CH:21][CH:22]=[C:23]([O:24][CH2:25][C:26]([O:28][CH3:29])=[O:27])[C:18]=3[O:17][C:16]=2[CH3:31])[CH:6]=[CH:5][CH:4]=[CH:3][CH:2]=1 |f:1.2|. Reported procedure: 2-phenylethanethiol (0.42 ml) was dissolved in DMF (5 ml) and sodium hydride (60%, 132 mg) was added to the obtained solution, followed by stirring the resulting mixture at room temperature for 40 minutes. To this reaction solution, a solution of methyl 3-(2-bromoethyl)-2-methyl-benzofuran-7-yloxyacetate (900 mg) in DMF (8 ml) was added dropwise and the resulting solution was stirred for 30 minutes. Acetic acid (0.5 ml) was added to the reaction solution and the solution was poured into water la... Starting materials: C([O-])([O-])=O.[K+].[K+] (potassium carbonate), BrCCCl (1-bromo-2-chloroethane), OC=1C=CC(=C2C=C(N(C12)C)C(=O)OCC)C(F)(F)F (ethyl 7-hydroxy-1-methyl-4-trifluoromethyl-2-indolecarboxylate), C([O-])([O-])=O.[K+].[K+] (potassium carbonate), BrCCCl (1-bromo-2-chloroethane), [Cl-].[Na+] (sodium chloride). The reagents and catalysts are [I-].[K+] (potassium iodide). Run in CN(C=O)C (dimethylformamide). Run at time 3 hour. Yields the product ClCCOC=1C=CC(=C2C=C(N(C12)C)C(=O)OCC)C(F)(F)F (ethyl 7-(2-chloroethoxy)-1-methyl-4-trifluoromethyl-2-indolecarboxylate). Yield: 63.5%. As a reaction SMILES: C(=O)([O-])[O-].[K+].[K+].Br[CH2:8][CH2:9][Cl:10].[OH:11][C:12]1[CH:13]=[CH:14][C:15]([C:27]([F:30])([F:29])[F:28])=[C:16]2[C:20]=1[N:19]([CH3:21])[C:18]([C:22]([O:24][CH2:25][CH3:26])=[O:23])=[CH:17]2.[Cl-].[Na+]>CN(C)C=O.[I-].[K+]>[Cl:10][CH2:9][CH2:8][O:11][C:12]1[CH:13]=[CH:14][C:15]([C:27]([F:30])([F:28])[F:29])=[C:16]2[C:20]=1[N:19]([CH3:21])[C:18]([C:22]([O:24][CH2:25][CH3:26])=[O:23])=[CH:17]2 |f:0.1.2,5.6,8.9|. Procedure details: After 2.17 g (15.7 mmol) of potassium carbonate, 2.25 g (15.7 mmol) of 1-bromo-2-chloroethane and 0.05 g of potassium iodide were added to a solution of 3.00 g (10.4 mmol) of ethyl 7-hydroxy-1-methyl-4-trifluoromethyl-2-indolecarboxylate in 30 ml of dimethylformamide, the mixture was stirred at room temperature for 3 hours. Subsequently, 1.45 g (10.4 mmol) of potassium carbonate and 0.69 g (5.2 mmol) of 1-bromo-2-chloroethane were further added thereto. The mixture was stirred at 50° C. for an h...